This data is from the Open Reaction Database (ORD), a public repository of structured organic reaction records. The task is: describe an organic reaction: reactants, conditions, products, and yield Reactants: CCO, OCC1OC(OC2(CO)OC(CO)C(O)C2O)C(O)C(O)C1O, CCOC(=O)C1Cc2cc(O)ccc2C1=O. The product is CCOC(=O)C1Cc2cc(O)ccc2C1O. RXN SMILES: [CH3:40][CH2:41][OH:42].[OH:1][CH2:2][CH:3]1[CH:4]([OH:5])[CH:6]([OH:7])[CH:8]([OH:9])[CH:10]([O:11][C:12]2([CH2:21][OH:22])[CH:13]([OH:14])[CH:15]([OH:16])[CH:17]([CH2:18][OH:19])[O:20]2)[O:23]1.[OH:24][c:25]1[cH:26][c:27]2[c:31]([cH:32][cH:33]1)[C:30](=[O:34])[CH:29]([C:35](=[O:36])[O:37][CH2:38][CH3:39])[CH2:28]2>>[OH:24][c:25]1[cH:26][c:27]2[c:31]([cH:32][cH:33]1)[CH:30]([OH:34])[CH:29]([C:35](=[O:36])[O:37][CH2:38][CH3:39])[CH2:28]2. Starting materials: NC1(CCC=CC1=O)C1=C(C=CC=C1)Cl (6-amino-6-(2-chlorophenyl)-2-cyclohexen-1-one), CSCCC(=O)O (3-(methylthio)propanoic acid), methyl ester, OC1=CC=CC=2NN=NC21 (hydroxybenzotriazole), Cl.CN(CCCN=C=NCC)C (1-(3-dimethylaminopropyl)-3-ethylcarbodiimide hydrochloride). The solvent is CN(C=O)C (dimethylformamide). Reaction conditions: time 18 hour. Yields the product ClC1=C(C=CC=C1)C1(CCC=CC1=O)NC(CCSC)=O (6-(2-chlorophenyl)-6-(3-(methylthio)propanoyl)amino-2-cyclohexen-1-one). The yield is 65.0%. Reaction SMILES: [NH2:1][C:2]1([C:9]2[CH:14]=[CH:13][CH:12]=[CH:11][C:10]=2[Cl:15])[C:7](=[O:8])[CH:6]=[CH:5][CH2:4][CH2:3]1.[CH3:16][S:17][CH2:18][CH2:19][C:20](O)=[O:21].OC1C2N=NNC=2C=CC=1.Cl.CN(C)CCCN=C=NCC>CN(C)C=O>[Cl:15][C:10]1[CH:11]=[CH:12][CH:13]=[CH:14][C:9]=1[C:2]1([NH:1][C:20](=[O:21])[CH2:19][CH2:18][S:17][CH3:16])[C:7](=[O:8])[CH:6]=[CH:5][CH2:4][CH2:3]1 |f:3.4|. Procedure details: A solution of 6-amino-6-(2-chlorophenyl)-2-cyclohexen-1-one (50 mg, 0.23 mmol), 3-(methylthio)propanoic acid (prepared by the known base hydrolysis from the commercial methyl ester)(33 mg, 0.28 mmol), hydroxybenzotriazole (31 mg, 0.23 mmol), and 1-(3-dimethylaminopropyl)-3-ethylcarbodiimide hydrochloride (66 mg, 0.35 mmol) in dimethylformamide (1 ml) was stirred at room temperature for 18 h. The reaction was partitioned between saturated bicarbonate and ethyl acetate, the organic phase was washe... Procedure details: To a suspension of N-[(2-chloro-6-methylphenyl)carbonyl]-4-(1-methyl-2-oxo-3-pyridinyl)-L-phenylalanine methyl ester (118 mg, 0.269 mmol) in ethanol (6 mL) was added IN aqueous sodium hydroxide solution (4 mL) at room temperature. The resulting solution was heated to 50° C. and stirred for 2 h. Then, the ethanol was removed under vacuum and the residue was diluted with water (25 mL). The aqueous solution was washed with diethyl ether (25 mL) to remove any neutral impurities. The aqueous layer wa... Product: ClC1=C(C(=CC=C1)C)C(=O)N[C@@H](CC1=CC=C(C=C1)C=1C(N(C=CC1)C)=O)C(=O)O (N-[(2-chloro-6-methylphenyl)carbonyl]-4-(1-methyl-2-oxo-3-pyridinyl)-L-phenylalanine). The reactants are COC([C@@H](NC(=O)C1=C(C=CC=C1C)Cl)CC1=CC=C(C=C1)C=1C(N(C=CC1)C)=O)=O (N-[(2-chloro-6-methylphenyl)carbonyl]-4-(1-methyl-2-oxo-3-pyridinyl)-L-phenylalanine methyl ester). Run in C(C)O (ethanol), [OH-].[Na+] (sodium hydroxide). Isolated yield 70.9%. Run at temperature 50 celsius, time 2 hour. As a reaction SMILES: C[O:2][C:3](=[O:31])[C@H:4]([CH2:16][C:17]1[CH:22]=[CH:21][C:20]([C:23]2[C:24](=[O:30])[N:25]([CH3:29])[CH:26]=[CH:27][CH:28]=2)=[CH:19][CH:18]=1)[NH:5][C:6]([C:8]1[C:13]([CH3:14])=[CH:12][CH:11]=[CH:10][C:9]=1[Cl:15])=[O:7]>C(O)C.[OH-].[Na+]>[Cl:15][C:9]1[CH:10]=[CH:11][CH:12]=[C:13]([CH3:14])[C:8]=1[C:6]([NH:5][C@H:4]([C:3]([OH:31])=[O:2])[CH2:16][C:17]1[CH:22]=[CH:21][C:20]([C:23]2[C:24](=[O:30])[N:25]([CH3:29])[CH:26]=[CH:27][CH:28]=2)=[CH:19][CH:18]=1)=[O:7] |f:2.3|. The reactants are Cl.ClCC1=NN(C=C1)CC (3-(chloromethyl)-1-ethyl-1H-pyrazole hydrochloride), C(=O)([O-])[O-].[K+].[K+] (K2CO3), BrC1=NNC2=CC=CC(=C12)[N+](=O)[O-] (3-bromo-4-nitro-1H-indazole). Solvent: CN(C)C=O (DMF). Run at time 16 hour. Yields the product BrC1=NN(C2=CC=CC(=C12)[N+](=O)[O-])CC1=NN(C=C1)CC (3-bromo-1-((1-ethyl-1H-pyrazol-3-yl)methyl)-4-nitro-1H-indazole). Isolated yield 75.1%. As a reaction SMILES: [Br:1][C:2]1[C:10]2[C:5](=[CH:6][CH:7]=[CH:8][C:9]=2[N+:11]([O-:13])=[O:12])[NH:4][N:3]=1.Cl.Cl[CH2:16][C:17]1[CH:21]=[CH:20][N:19]([CH2:22][CH3:23])[N:18]=1.C([O-])([O-])=O.[K+].[K+]>CN(C=O)C>[Br:1][C:2]1[C:10]2[C:5](=[CH:6][CH:7]=[CH:8][C:9]=2[N+:11]([O-:13])=[O:12])[N:4]([CH2:16][C:17]2[CH:21]=[CH:20][N:19]([CH2:22][CH3:23])[N:18]=2)[N:3]=1 |f:1.2,3.4.5|. Procedure details: To a suspension of 3-bromo-4-nitro-1H-indazole (Preparation B; 8.51 g, 35.2 mmol) in DMF (60 mL) was added 3-(chloromethyl)-1-ethyl-1H-pyrazole hydrochloride (6.37 g, 35.2 mmol) and K2CO3 (14.6 g, 106 mmol). The reaction mixture was stirred for 16 hours. Most of DMF was removed under reduced pressure. The remaining residue was diluted with EtOAc (300 mL) and washed with H2O. The organic phase was dried (Na2SO4) and concentrated under reduced pressure. The residue was purified by silica gel chrom... The reactants are Br[C@H]1C[C@H](C(=O)O)OC1 (2,5-Anhydro-4-bromo-3,4-dideoxy-D-erythro-pentonic acid), ON1N=NC2=C1C=CC=C2 (1-hydroxybenzotriazole), C(C1=CC=CC=C1)OC(=O)N1CCNCC1 (1-benzyloxycarbonyl piperazine), C1(CCCCC1)N=C=NC1CCCCC1 (dicyclohexylcarbodiimide). Solvent: CN(C=O)C (dimethylformamide), O (water), C(Cl)Cl (methylene chloride). Conditions: time 1 hour. The product is C1(=CC=CC=C1)COC(=O)N1CCN(CC1)C(=O)[C@H]1C[C@@H](CO1)Br (4-(2,5-Anhydro-4-bromo-3,4-dideoxy-D-erythro-pentonoyl)-1-piperazinecarboxylic acid phenylmethyl ester). Yield: 57.4%. RXN SMILES: [Br:1][C@@H:2]1[CH2:9][O:8][C@@H:4]([C:5]([OH:7])=O)[CH2:3]1.ON1C2C=CC=CC=2N=N1.[CH2:20]([O:27][C:28]([N:30]1[CH2:35][CH2:34][NH:33][CH2:32][CH2:31]1)=[O:29])[C:21]1[CH:26]=[CH:25][CH:24]=[CH:23][CH:22]=1.C1(N=C=NC2CCCCC2)CCCCC1>O.CN(C)C=O.C(Cl)Cl>[C:21]1([CH2:20][O:27][C:28]([N:30]2[CH2:35][CH2:34][N:33]([C:5]([C@@H:4]3[O:8][CH2:9][C@@H:2]([Br:1])[CH2:3]3)=[O:7])[CH2:32][CH2:31]2)=[O:29])[CH:26]=[CH:25][CH:24]=[CH:23][CH:22]=1. Procedure: A mixture of 0.941 g of product from Example 150, 0.652 g of 1-hydroxybenzotriazole, 1.17 g of 1-benzyloxycarbonyl piperazine, 1.39 g of dicyclohexylcarbodiimide and 8 ml of dry methylene chloride is stirred at room temperature for 1 hour. Five ml of dimethylformamide is added and the stirring continued overnight at room temperature. The reaction mixture is diluted with water and extracted with chloroform. The organic layer is dried, concentrated in vacuo and the residue purified by chromatograp... Starting materials: C(C)O (ethanol), ClC=1C(N(N=CC1NCC1=C(C=C(C=C1)OC)OC)C(C)C)=O (4-chloro-5-(2,4-dimethoxybenzylamino)-2-i-propyl-3(2H)pyridazinone), [H][H] (hydrogen). The reagents and catalysts are [C].[Pd] (palladium-carbon). Run in C(C)N(CC)CC (triethylamine). The product is COC1=C(CNC2=CC(N(N=C2)C(C)C)=O)C=CC(=C1)OC (5-(2,4-dimethoxybenzylamino)-2-i-propyl-3(2H)pyridazinone). RXN SMILES: Cl[C:2]1[C:3](=[O:23])[N:4]([CH:20]([CH3:22])[CH3:21])[N:5]=[CH:6][C:7]=1[NH:8][CH2:9][C:10]1[CH:15]=[CH:14][C:13]([O:16][CH3:17])=[CH:12][C:11]=1[O:18][CH3:19].C(O)C.[H][H]>[C].[Pd].C(N(CC)CC)C>[CH3:19][O:18][C:11]1[CH:12]=[C:13]([O:16][CH3:17])[CH:14]=[CH:15][C:10]=1[CH2:9][NH:8][C:7]1[CH:6]=[N:5][N:4]([CH:20]([CH3:22])[CH3:21])[C:3](=[O:23])[CH:2]=1 |f:3.4|. Procedure: 320 mg of 4-chloro-5-(2,4-dimethoxybenzylamino)-2-i-propyl-3(2H)pyridazinone (Compound No. 97), 50 ml of ethanol, 1 ml of triethylamine and 100 mg of palladium-carbon were stirred, and hydrogen was added to the mixture at a temperature of from 40° to 50° C. for 3 hours. The reaction mixture was filtered, and the filtrate was evaporated. The crude crystals thereby obtained were recrystallized from ethyl ether to obtain 230 mg of the above identified compound having a melting point of from 167 to ...